describe an organic reaction: reactants, conditions, products, and yield From a dataset of the Open Reaction Database (ORD), a public repository of structured organic reaction records. The reactants are C1COCCO1, CC(C)C1(C(=O)N2CCc3ccc(C(F)(F)F)cc3C2)CCC(NC(=O)OC(C)(C)C)C1, Cl. Yields the product CC(C)C1(C(=O)N2CCc3ccc(C(F)(F)F)cc3C2)CCC(N)C1. As a reaction SMILES: [CH2:34]1[O:35][CH2:36][CH2:37][O:38][CH2:39]1.[CH:1]([CH3:2])([CH3:3])[C:4]1([C:17](=[O:18])[N:19]2[CH2:20][c:21]3[cH:22][c:23]([C:29]([F:30])([F:31])[F:32])[cH:24][cH:25][c:26]3[CH2:27][CH2:28]2)[CH2:5][CH:6]([NH:9][C:10](=[O:11])[O:12][C:13]([CH3:14])([CH3:15])[CH3:16])[CH2:7][CH2:8]1.[ClH:33]>>[CH:1]([CH3:2])([CH3:3])[C:4]1([C:17](=[O:18])[N:19]2[CH2:20][c:21]3[cH:22][c:23]([C:29]([F:30])([F:31])[F:32])[cH:24][cH:25][c:26]3[CH2:27][CH2:28]2)[CH2:5][CH:6]([NH2:9])[CH2:7][CH2:8]1. Yields the product COc1ccc2c(c1)SC(CCCN1CCN(c3ccccc3)CC1)C(O)CO2. Reactants: O=C([O-])[O-], CN(C)C=O, COc1ccc2c(c1)SC(CCCCl)C(O)CO2, [I-], [K+], [K+], [K+], O, c1ccc(N2CCNCC2)cc1. RXN SMILES: [C:33](=[O:34])([O-:35])[O-:36].[CH3:40][N:41]([CH3:42])[CH:43]=[O:44].[Cl:1][CH2:2][CH2:3][CH2:4][CH:5]1[CH:6]([OH:18])[CH2:7][O:8][c:9]2[c:10]([cH:12][c:13]([O:16][CH3:17])[cH:14][cH:15]2)[S:11]1.[I-:32].[K+:31].[K+:37].[K+:38].[OH2:39].[c:19]1([N:25]2[CH2:26][CH2:27][NH:28][CH2:29][CH2:30]2)[cH:20][cH:21][cH:22][cH:23][cH:24]1>>[CH2:2]([CH2:3][CH2:4][CH:5]1[CH:6]([OH:18])[CH2:7][O:8][c:9]2[c:10]([cH:12][c:13]([O:16][CH3:17])[cH:14][cH:15]2)[S:11]1)[N:28]1[CH2:27][CH2:26][N:25]([c:19]2[cH:20][cH:21][cH:22][cH:23][cH:24]2)[CH2:30][CH2:29]1. Yields the product CC1(CC2=C(SC(=C2C(=O)OCC)NS(=O)(=O)C2=CC=CC=C2)CC1)C (Ethyl 5,5-dimethyl-2-benzenesulphonylamino-4,5,6,7-tetrahydrobenzo[b]thiophene-3-carboxylate). Reported procedure: Prepared by proceeding in a similar manner to Intermediate 1, starting from ethyl 2-amino-5,5-dimethyl-4,5,6,7-tetrahydrobenzo[b]thiophene-3-carboxylate (prepared according to Pinkerton et al., Bioorg. Med. Chem. Lett., 2007, 17, 3562-3569) and benzenesulphonyl chloride. Reaction SMILES: [C:1]1([S:7](NC2SC3CCCCC=3C=2C(OCC)=O)(=[O:9])=[O:8])[CH:6]=[CH:5][CH:4]=[CH:3][CH:2]=1.[NH2:25][C:26]1[S:30][C:29]2[CH2:31][CH2:32][C:33]([CH3:36])([CH3:35])[CH2:34][C:28]=2[C:27]=1[C:37]([O:39][CH2:40][CH3:41])=[O:38].C1(S(Cl)(=O)=O)C=CC=CC=1>>[CH3:36][C:33]1([CH3:35])[CH2:32][CH2:31][C:29]2[S:30][C:26]([NH:25][S:7]([C:1]3[CH:6]=[CH:5][CH:4]=[CH:3][CH:2]=3)(=[O:9])=[O:8])=[C:27]([C:37]([O:39][CH2:40][CH3:41])=[O:38])[C:28]=2[CH2:34]1. Reactants: C1(=CC=CC=C1)S(=O)(=O)NC1=C(C2=C(S1)CCCC2)C(=O)OCC (ethyl 2-benzenesulphonylamino-4,5,6,7-tetrahydro-benzo[b]thiophene-3-carboxylate), NC1=C(C2=C(S1)CCC(C2)(C)C)C(=O)OCC (ethyl 2-amino-5,5-dimethyl-4,5,6,7-tetrahydrobenzo[b]thiophene-3-carboxylate), C1(=CC=CC=C1)S(=O)(=O)Cl (benzenesulphonyl chloride). Starting materials: ice water, C(CCCCCCC)Br (octyl bromide), COCOC=1C(=C2CCC(OC2=C(C1C)C)C(=O)OCC)C (ethyl 6-methoxymethoxy-5,7,8-trimethylchroman-2-carboxylate), C(CCC)[Li] (butyllithium), C(C)(C)NC(C)C (diisopropylamine). The solvent is O1CCCC1 (tetrahydrofuran), O1CCCC1 (tetrahydrofuran), CCCCCC (hexane), O1CCCC1 (tetrahydrofuran). Reaction conditions: temperature -60 celsius, time 10 minute. Yields the product COCOC=1C(=C2CCC(OC2=C(C1C)C)(C(=O)OCC)CCCCCCCC)C (Ethyl 6-methoxymethoxy-5,7,8-trimethyl-2-octylchroman-2-carboxylate). As a reaction SMILES: C([Li])CCC.C(NC(C)C)(C)C.[CH3:13][O:14][CH2:15][O:16][C:17]1[C:18]([CH3:34])=[C:19]2[C:24](=[C:25]([CH3:28])[C:26]=1[CH3:27])[O:23][CH:22]([C:29]([O:31][CH2:32][CH3:33])=[O:30])[CH2:21][CH2:20]2.[CH2:35](Br)[CH2:36][CH2:37][CH2:38][CH2:39][CH2:40][CH2:41][CH3:42]>O1CCCC1.CCCCCC>[CH3:13][O:14][CH2:15][O:16][C:17]1[C:18]([CH3:34])=[C:19]2[C:24](=[C:25]([CH3:28])[C:26]=1[CH3:27])[O:23][C:22]([CH2:35][CH2:36][CH2:37][CH2:38][CH2:39][CH2:40][CH2:41][CH3:42])([C:29]([O:31][CH2:32][CH3:33])=[O:30])[CH2:21][CH2:20]2. Procedure: 7.8 ml of a hexane solution containing 1.62 mmole/ml of butyllithium were added dropwise to a mixture of 2 g of diisopropylamine and 80 ml of tetrahydrofuran under a nitrogen stream at a temperature from -60° to -50° C. The resulting mixture was then allowed to stand for 10 minutes at room temperature, after which about 10 ml of tetrahydrofuran containing 4 g of ethyl 6-methoxymethoxy-5,7,8-trimethylchroman-2-carboxylate (prepared as described in Preparation 11) were added and the mixture was st... Starting materials: C(C)(C)(C)OC(=O)N1CCC(CC1)(COC(CO)C1=CC(=CC(=C1)C(F)(F)F)C(F)(F)F)C1=CC=CC=C1 (1-tert-Butoxycarbonyl-4-phenyl-4-((1-(3,5-bis(trifluoromethyl)phenyl)-2-hydroxyethoxy)methyl)piperidine), Cl (hydrogen chloride). Yields the product Cl.C1(=CC=CC=C1)C1(CCNCC1)COC(CO)C1=CC(=CC(=C1)C(F)(F)F)C(F)(F)F (4-Phenyl-4-((1-(3,5-bis(trifluoromethyl)phenyl)-2-hydroxyethoxy) methyl)piperidine Hydrochloride). As a reaction SMILES: C(OC([N:8]1[CH2:13][CH2:12][C:11]([C:33]2[CH:38]=[CH:37][CH:36]=[CH:35][CH:34]=2)([CH2:14][O:15][CH:16]([C:19]2[CH:24]=[C:23]([C:25]([F:28])([F:27])[F:26])[CH:22]=[C:21]([C:29]([F:32])([F:31])[F:30])[CH:20]=2)[CH2:17][OH:18])[CH2:10][CH2:9]1)=O)(C)(C)C.[ClH:39]>>[ClH:39].[C:33]1([C:11]2([CH2:14][O:15][CH:16]([C:19]3[CH:24]=[C:23]([C:25]([F:26])([F:27])[F:28])[CH:22]=[C:21]([C:29]([F:32])([F:30])[F:31])[CH:20]=3)[CH2:17][OH:18])[CH2:12][CH2:13][NH:8][CH2:9][CH2:10]2)[CH:34]=[CH:35][CH:36]=[CH:37][CH:38]=1 |f:2.3|. Reported procedure: The compound of step (d) above was dissolved in methanolic hydrogen chloride for 2 hours then concentrated and triturated with diethyl ether and filtered to give the title compound as a white solid, m.p. 198°-202° C. Reactants: COc1ccc(Br)c(C)c1C(C)C, C1CCOC1, [Li]CCCC, COc1ccc(C=O)c(C)c1. The product is COc1ccc(C(O)c2ccc(OC)c(C(C)C)c2C)c(C)c1. As a reaction SMILES: [Br:1][c:2]1[c:3]([CH3:13])[c:4]([CH:10]([CH3:11])[CH3:12])[c:5]([O:8][CH3:9])[cH:6][cH:7]1.[CH2:30]1[O:31][CH2:32][CH2:33][CH2:34]1.[CH3:14][CH2:15][CH2:16][CH2:17][Li:18].[CH3:19][O:20][c:21]1[cH:22][c:23]([CH3:29])[c:24]([CH:25]=[O:26])[cH:27][cH:28]1>>[c:2]1([CH:25]([c:24]2[c:23]([CH3:29])[cH:22][c:21]([O:20][CH3:19])[cH:28][cH:27]2)[OH:26])[c:3]([CH3:13])[c:4]([CH:10]([CH3:11])[CH3:12])[c:5]([O:8][CH3:9])[cH:6][cH:7]1. Starting materials: O1C=NC(=C1)C(=O)Cl (oxazole-4-carbonyl chloride), NC1=NC(=NC2=CC(=C(C=C12)OC)OC)N1CCNCC1 (4-amino-6,7-dimethoxy-2-(1-piperazinyl)quinazoline). The solvent is O1CCOCC1 (dioxane), O1CCOCC1 (dioxane). Reaction conditions: temperature 20 celsius, time 64 hour. Product: Cl.NC1=NC(=NC2=CC(=C(C=C12)OC)OC)N1CCN(CC1)C(=O)C=1N=COC1 (4-Amino-6,7-dimethoxy-2-[4-(oxazole-4-carbonyl)piperazin-1-yl]quinazoline Hydrochloride). Reaction SMILES: [O:1]1[CH:5]=[C:4]([C:6]([Cl:8])=[O:7])[N:3]=[CH:2]1.[NH2:9][C:10]1[C:19]2[C:14](=[CH:15][C:16]([O:22][CH3:23])=[C:17]([O:20][CH3:21])[CH:18]=2)[N:13]=[C:12]([N:24]2[CH2:29][CH2:28][NH:27][CH2:26][CH2:25]2)[N:11]=1>O1CCOCC1>[ClH:8].[NH2:9][C:10]1[C:19]2[C:14](=[CH:15][C:16]([O:22][CH3:23])=[C:17]([O:20][CH3:21])[CH:18]=2)[N:13]=[C:12]([N:24]2[CH2:29][CH2:28][N:27]([C:6]([C:4]3[N:3]=[CH:2][O:1][CH:5]=3)=[O:7])[CH2:26][CH2:25]2)[N:11]=1 |f:3.4|. Procedure details: A solution of oxazole-4-carbonyl chloride (0.73 g., 5.53 mmole) in dioxane was added to a solution of 4-amino-6,7-dimethoxy-2-(1-piperazinyl)quinazoline (1.60 g., 5.53 mmole) in dioxane. The mixture was heated at reflux for 0.5 hour, then was stirred at 20° C. for 64 hours. Filtration gave the title compound having a m.p. of 291°-294° C. with decomposition after recrystallization from acqueous ethanol.